From a dataset of the Open Reaction Database (ORD), a public repository of structured organic reaction records. describe an organic reaction: reactants, conditions, products, and yield The product is C(C1=CC=CC=C1)(=O)NC(CC(=O)O)C(CF)=O (3-Benzoylamino-5-fluoro-4-oxo-pentanoic Acid), powder. Starting materials: FC(C(=O)O)(F)F (Trifluoroacetic acid), ice, C(C)(C)(C)OC(CC(C(CF)=O)NC(C1=CC=CC=C1)=O)=O (3-benzoylamino-5-fluoro-4-oxo-pentanoic acid tert-butyl ester). Reaction conditions: temperature 0 celsius, time 0.5 hour. Yield: 68.0%. Reaction SMILES: FC(F)(F)C(O)=O.C([O:12][C:13](=[O:29])[CH2:14][CH:15]([NH:20][C:21](=[O:28])[C:22]1[CH:27]=[CH:26][CH:25]=[CH:24][CH:23]=1)[C:16](=[O:19])[CH2:17][F:18])(C)(C)C>C(Cl)Cl>[C:21]([NH:20][CH:15]([C:16](=[O:19])[CH2:17][F:18])[CH2:14][C:13]([OH:29])=[O:12])(=[O:28])[C:22]1[CH:23]=[CH:24][CH:25]=[CH:26][CH:27]=1. Solvent: C(Cl)Cl (DCM). Reported procedure: Trifluoroacetic acid (TFA) (10 ml) was added to a stirred ice cold solution of above prepared 3-benzoylamino-5-fluoro-4-oxo-pentanoic acid tert-butyl ester (600 mg, 1.94 mmol) in dry DCM (10 ml). The mixture was stirred at 0° C. for 0.5 h then at r.t. for 0.5 h. The mixture was concentrated under reduced pressure and the residue redissolved in dry DCM. This process was repeated several times in order to remove excess TFA. The resulting gum was triturated with Et2O. Filtration of the resulting su...